This data is from the Open Reaction Database (ORD), a public repository of structured organic reaction records. The task is: describe an organic reaction: reactants, conditions, products, and yield Reactants: [Si](C)(C)(C(C)(C)C)OC\C=N\[S@@](=O)C(C)(C)C ((S,E)-N-(2-(tert-Butyldimethylsilyloxy)ethylidene)-2-methylpropane-2-sulfinamide), C(CCC)[Li] (butyllithium), hexanes, BrC=1C=NC=CC1 (3-Bromopyridine). The solvent is C1(=CC=CC=C1)C (toluene), C1(=CC=CC=C1)C (toluene), C1(=CC=CC=C1)C (toluene), [Cl-].[Na+].O (brine). Yields the product [Si](C)(C)(C(C)(C)C)OC[C@H](C=1C=NC=CC1)N[S@@](=O)C(C)(C)C ((S)—N—((S)-2-(tert-butyldimethylsilyloxy)-1-(pyridin-3-yl)ethyl)-2-methylpropane-2-sulfinamide). Yield: 22.4%. As a reaction SMILES: C([Li])CCC.Br[C:7]1[CH:8]=[N:9][CH:10]=[CH:11][CH:12]=1.[Si:13]([O:20][CH2:21]/[CH:22]=[N:23]/[S@:24]([C:26]([CH3:29])([CH3:28])[CH3:27])=[O:25])([C:16]([CH3:19])([CH3:18])[CH3:17])([CH3:15])[CH3:14]>C1(C)C=CC=CC=1.[Cl-].[Na+].O>[Si:13]([O:20][CH2:21][C@@H:22]([NH:23][S@:24]([C:26]([CH3:29])([CH3:28])[CH3:27])=[O:25])[C:7]1[CH:8]=[N:9][CH:10]=[CH:11][CH:12]=1)([C:16]([CH3:19])([CH3:18])[CH3:17])([CH3:15])[CH3:14] |f:4.5.6|. Procedure: To a solution of toluene (50 mL) cooled to −78° C. was added 2.5 M butyllithium in hexanes (6.31 mL, 15.1 mmol) and the reaction mixture was stirred until the temperature returned to −78° C. 3-Bromopyridine (1.88 g, 11.9 mmol) in toluene (5 mL) was added to the reaction mixture a rate such that the temperature never went above −65° C., and then the reaction was stirred at −78° C. for 1 hour. (S,E)-N-(2-(tert-Butyldimethylsilyloxy)ethylidene)-2-methylpropane-2-sulfinamide (3.00 g, 10.8 mmol) in t... Reactants: CCO, [F-], [K+], O, O=S(=O)(F)OC(F)(F)C(F)(I)C(F)(F)F. The product is CCOC(=O)C(F)(I)C(F)(F)F. RXN SMILES: [CH3:3][CH2:4][OH:5].[F-:1].[K+:2].[OH2:21].[S:6]([F:7])([O:9][C:10]([F:8])([C:11]([C:12]([F:13])([F:14])[F:15])([I:16])[F:17])[F:18])(=[O:19])=[O:20]>>[CH3:3][CH2:4][O:5][C:10](=[O:9])[C:11]([C:12]([F:13])([F:14])[F:15])([I:16])[F:17]. Reactants: O=C(CBr)c1ccccc1[N+](=O)[O-], CCCC[N+](CCCC)(CCCC)CCCC, CC#N, [N-]=[N+]=[N-], O. Yields the product [N-]=[N+]=NCC(=O)c1ccccc1[N+](=O)[O-]. As a reaction SMILES: [Br:1][CH2:2][C:3](=[O:4])[c:5]1[c:6]([N+:11](=[O:12])[O-:13])[cH:7][cH:8][cH:9][cH:10]1.[CH2:17]([N+:18]([CH2:19][CH2:20][CH2:21][CH3:22])([CH2:23][CH2:24][CH2:25][CH3:26])[CH2:27][CH2:28][CH2:29][CH3:30])[CH2:31][CH2:32][CH3:33].[CH3:35][C:36]#[N:37].[N-:14]=[N+:15]=[N-:16].[OH2:34]>>[CH2:2]([C:3](=[O:4])[c:5]1[c:6]([N+:11](=[O:12])[O-:13])[cH:7][cH:8][cH:9][cH:10]1)[N:14]=[N+:15]=[N-:16]. Starting materials: C[P+](C)(C)CC#N, CCC#N, CCN(C(C)C)C(C)C, Cc1cc(C(=O)NC2CC2)ccc1N1CCNCC1, Cl, Cl, [I-], O=C1Nc2cc(CO)cnc2N2CCCC12. The product is Cc1cc(C(=O)NC2CC2)ccc1N1CCN(Cc2cnc3c(c2)NC(=O)C2CCCN32)CC1. RXN SMILES: [C:39]([CH2:40][P+:41]([CH3:42])([CH3:43])[CH3:44])#[N:45].[C:55](#[N:56])[CH2:57][CH3:58].[CH2:46]([N:47]([CH:48]([CH3:49])[CH3:50])[CH:51]([CH3:52])[CH3:53])[CH3:54].[CH:19]1([NH:22][C:23]([c:24]2[cH:25][c:26]([CH3:36])[c:27]([N:30]3[CH2:31][CH2:32][NH:33][CH2:34][CH2:35]3)[cH:28][cH:29]2)=[O:37])[CH2:20][CH2:21]1.[ClH:17].[ClH:18].[I-:38].[OH:1][CH2:2][c:3]1[cH:4][c:5]2[c:10]([n:11][cH:12]1)[N:9]1[CH:8]([C:7](=[O:16])[NH:6]2)[CH2:15][CH2:14][CH2:13]1>>[CH2:2]([c:3]1[cH:4][c:5]2[c:10]([n:11][cH:12]1)[N:9]1[CH:8]([C:7](=[O:16])[NH:6]2)[CH2:15][CH2:14][CH2:13]1)[N:33]1[CH2:32][CH2:31][N:30]([c:27]2[c:26]([CH3:36])[cH:25][c:24]([C:23]([NH:22][CH:19]3[CH2:20][CH2:21]3)=[O:37])[cH:29][cH:28]2)[CH2:35][CH2:34]1. Starting materials: CC(C(C)(C)O1)(C)OB1C2=CC=C(NC=C3C([C@H]4CCCN4C(OCC5=CC=CC=C5)=O)=O)C3=C2, BrC1=CC2=C(C=C1)C=CN2. Reagents/catalysts: CC(C)(C)C1=CC=C(C=C1)C2=CC=C(C=C2)C(C)(C)C, C(=O)([O-])[O-].[Na+].[Na+], C1=CC=C(C=C1)P(C2=CC=CC=C2)C3=CC=CC=C3.C1=CC=C(C=C1)P(C2=CC=CC=C2)C3=CC=CC=C3.C1=CC=C(C=C1)P(C2=CC=CC=C2)C3=CC=CC=C3.C1=CC=C(C=C1)P(C2=CC=CC=C2)C3=CC=CC=C3.[Pd]. Run in COCCOC, O (water), COCCOC. Conditions: temperature 85 celsius, time 24 hour. Yields the product O=C(OCC1=CC=CC=C1)N2CCC[C@@H]2C(C3=CNC4=CC=C(C5=CC6=C(C=C5)C=CN6)C=C43)=O. Yield: 24.0%. Reaction SMILES: [H-].[Na+].[CH3:3][C:4]1[CH:13]=[C:12]([N:14]2[CH2:18][CH2:17][CH2:16][CH2:15]2)[C:11]2[C:6](=[CH:7][C:8]([CH2:19][OH:20])=[CH:9][CH:10]=2)[N:5]=1.Cl.Cl[C:23]1[CH:28]=[CH:27][N:26]=[CH:25][CH:24]=1>>[CH3:3][C:4]1[CH:13]=[C:12]([N:14]2[CH2:18][CH2:17][CH2:16][CH2:15]2)[C:11]2[C:6](=[CH:7][C:8]([CH2:19][O:20][C:23]3[CH:28]=[CH:27][N:26]=[CH:25][CH:24]=3)=[CH:9][CH:10]=2)[N:5]=1 |f:0.1,3.4|. The yield is 24.4%. Product: CC1=NC2=CC(=CC=C2C(=C1)N1CCCC1)COC1=CC=NC=C1 (2-Methyl-7-(pyridin-4-yloxymethyl)-4-pyrrolidin-1-yl-quinoline). Reactants: [H-].[Na+] (Sodium hydride), CC1=NC2=CC(=CC=C2C(=C1)N1CCCC1)CO ((2-methyl-4-pyrrolidin-1-yl-quinolin-7-yl)-methanol), Cl.ClC1=CC=NC=C1 (4-chloropyridine hydrochloride), [H-].[Na+] (sodium hydride), Cl.ClC1=CC=NC=C1 (4-chloropyridine hydrochloride). Conditions: temperature 90 celsius, time 24 hour. Procedure: Sodium hydride (55-65% dispersion in mineral oil, 40 mg, 1.0 mmol) was added to a mixture of (2-methyl-4-pyrrolidin-1-yl-quinolin-7-yl)-methanol (example 2, 100 mg, 0.41 mmol) and 4-chloropyridine hydrochloride (62 mg, 0.41 mmol), and the mixture was heated at 90° C. for 18 h. Then another portion of sodium hydride (40 mg) and 4-chloropyridine hydrochloride (62 mg) was added, and stirring at 90° C. was continued for 24 h. After cooling, the reaction mixture was partitioned between 1 M aq. sodium... As a reaction SMILES: [Br:1][c:2]1[n:3][cH:4][cH:5][cH:6][cH:7]1.[CH2:13]([CH2:14][CH2:15][CH3:16])[Sn:17]([CH2:18][CH2:19][CH2:20][CH3:21])([CH2:22][CH2:23][CH2:24][CH3:25])[Cl:26].[CH2:8]([Li:9])[CH2:10][CH2:11][CH3:12].[O:27]1[CH2:28][CH2:29][CH2:30][CH2:31]1>>[c:2]1([Sn:17]([CH2:13][CH2:14][CH2:15][CH3:16])([CH2:18][CH2:19][CH2:20][CH3:21])[CH2:22][CH2:23][CH2:24][CH3:25])[n:3][cH:4][cH:5][cH:6][cH:7]1. Product: CCCC[Sn](CCCC)(CCCC)c1ccccn1. Reactants: Brc1ccccn1, CCCC[Sn](Cl)(CCCC)CCCC, [Li]CCCC, C1CCOC1.